Dataset: the Open Reaction Database (ORD), a public repository of structured organic reaction records. Task: describe an organic reaction: reactants, conditions, products, and yield Starting materials: CC#CCO, [Cl-], Clc1cc(OC2CCCCC2Cl)ncn1, [H-], [NH4+], [Na+], C1CCOC1. The product is CC#CCOc1cc(OC2CCCCC2Cl)ncn1. RXN SMILES: [CH2:3]([C:4]#[C:5][CH3:6])[OH:7].[Cl-:23].[Cl:8][c:9]1[n:10][cH:11][n:12][c:13]([O:15][CH:16]2[CH:17]([Cl:22])[CH2:18][CH2:19][CH2:20][CH2:21]2)[cH:14]1.[H-:1].[NH4+:24].[Na+:2].[O:25]1[CH2:26][CH2:27][CH2:28][CH2:29]1>>[CH2:3]([C:4]#[C:5][CH3:6])[O:7][c:9]1[n:10][cH:11][n:12][c:13]([O:15][CH:16]2[CH:17]([Cl:22])[CH2:18][CH2:19][CH2:20][CH2:21]2)[cH:14]1.